From a dataset of the Open Reaction Database (ORD), a public repository of structured organic reaction records. describe an organic reaction: reactants, conditions, products, and yield Reactants: C1C(C)O1 (Propylene oxide), C1(CCCCCO1)=O (ε-Caprolactone), C1(CCCCCO1)=O (ε-caprolactone). Run in C1CCCCC1 (Cyclohexane). Run at time 1 hour. The product is C=CC=C.C1(CCCCCO1)=O (butadiene ε-caprolactone). Reaction SMILES: C1OC1C.[C:5]1(=[O:12])[O:11][CH2:10][CH2:9][CH2:8][CH2:7][CH2:6]1>C1CCCCC1>[CH2:5]=[CH:6][CH:7]=[CH2:8].[C:5]1(=[O:12])[O:11][CH2:10][CH2:9][CH2:8][CH2:7][CH2:6]1 |f:3.4|. Reported procedure: Cyclohexane was charged to a 26-oz. beverage bottle equipped with a perforated crown cap over a self-sealing rubber gasket, and the bottle and cyclohexane then purged with nitrogen. 1,3-Butadiene and tetrahydrofuran were added and then the n-butyllithium. The temperature was adjusted to 70° C. and the bottle and its contents tumbled in a constant temperature bath for one hour, after which time the 1,3-butadiene polymerization was essentially complete. Propylene oxide was then added to the polyme... Reactants: COC1CC2=C(CC1OC)C(=N)NC2=N, Cl, Cl, N=C1NC(=N)C2=C1CCCC2, N=C1C=[SH]C(=N)N1, N=C1CSC(NCCCc2ccccc2)=N1. Yields the product COC1CC2=C(CC1OC)C(=C1SC(NCCCc3ccccc3)=NC1=N)NC2=N. RXN SMILES: [CH3:1][O:2][CH:3]1[CH2:4][C:5]2=[C:9]([C:8](=[NH:14])[NH:7][C:6]2=[NH:15])[CH2:10][CH:11]1[O:12][CH3:13].[ClH:16].[ClH:44].[NH:33]=[C:34]1[C:35]2=[C:40]([CH2:39][CH2:38][CH2:37][CH2:36]2)[C:41](=[NH:42])[NH:43]1.[NH:45]=[C:46]1[NH:47][C:48](=[NH:49])[CH:50]=[SH:51]1.[c:17]1([CH2:23][CH2:24][CH2:25][NH:26][C:27]2=[N:31][C:30](=[NH:32])[CH2:29][S:28]2)[cH:18][cH:19][cH:20][cH:21][cH:22]1>>[CH3:1][O:2][CH:3]1[CH2:4][C:5]2=[C:9]([C:8](=[NH:14])[NH:7][C:6]2=[C:29]2[S:28][C:27]([NH:26][CH2:25][CH2:24][CH2:23][c:17]3[cH:18][cH:19][cH:20][cH:21][cH:22]3)=[N:31][C:30]2=[NH:32])[CH2:10][CH:11]1[O:12][CH3:13]. Starting materials: CCOC(C)=O, CCCCC, COC(=O)C1C(C(C)C)N1S(=O)c1ccc(C)cc1. Reaction SMILES: [C:25]([O:26][CH2:28][CH3:29])(=[O:27])[CH3:30].[CH3:20][CH2:21][CH2:22][CH2:23][CH3:24].[c:1]1([CH3:19])[cH:2][cH:3][c:4]([S:7](=[O:8])[N:9]2[CH:10]([C:15](=[O:16])[O:17][CH3:18])[CH:11]2[CH:12]([CH3:13])[CH3:14])[cH:5][cH:6]1>>[c:1]1([CH3:19])[cH:2][cH:3][c:4]([S:7](=[O:8])([N:9]2[CH:10]([C:15](=[O:16])[O:17][CH3:18])[CH:11]2[CH:12]([CH3:13])[CH3:14])=[O:27])[cH:5][cH:6]1. The product is COC(=O)C1C(C(C)C)N1S(=O)(=O)c1ccc(C)cc1.